Dataset: the Open Reaction Database (ORD), a public repository of structured organic reaction records. Task: describe an organic reaction: reactants, conditions, products, and yield The reactants are COC1=CC(=C(C=C1)O)N (4-methoxy-2-aminophenol), BrC(C(=O)OCC)CBr (ethyl 2,3-dibromopropionate). Product: ethyl ester, COC=1C=CC2=C(NCC(O2)C(=O)O)C1 (6-methoxy-3,4-dihydro-2H-1,4-benzoxazine-2-carboxylic acid). Reaction SMILES: [CH3:1][O:2][C:3]1[CH:8]=[CH:7][C:6]([OH:9])=[C:5]([NH2:10])[CH:4]=1.Br[CH:12]([CH2:18]Br)[C:13]([O:15]CC)=[O:14]>>[CH3:1][O:2][C:3]1[CH:8]=[CH:7][C:6]2[O:9][CH:12]([C:13]([OH:15])=[O:14])[CH2:18][NH:10][C:5]=2[CH:4]=1. Procedure details: 7B was treated with ethyl 2,3-dibromopropionate to form the ethyl ester of 6-methoxy-3,4-dihydro-2H-1,4-benzoxazine-2-carboxylic acid, and this was converted to 7, mp: 83°-85° C., by the procedures described in the other examples.